From a dataset of the Open Reaction Database (ORD), a public repository of structured organic reaction records. describe an organic reaction: reactants, conditions, products, and yield The reactants are FC=1C=NC2=CC=CC(=C2N1)C1=CC=2C(NCCC2N1)=O (2-(3-fluoroquinoxalin-5-yl)-6,7-dihydro-1H-pyrrolo[3,2-c]pyridin-4(5H)-one), CC1(CN(CCN1)C(=O)OC(C)(C)C)C (tert-butyl 3,3-dimethylpiperazine-1-carboxylate). Conditions: temperature 120 celsius. Yields the product CC1(CN(CCN1C1=NC2=C(C=CC=C2N=C1)C1=CC=2C(NCCC2N1)=O)C(=O)OC(C)(C)C)C (tert-butyl 3,3-dimethyl-4-(8-(4-oxo-4,5,6,7-tetrahydro-1H-pyrrolo[3,2-c]pyridin-2-yl)quinoxalin-2-yl)piperazine-1-carboxylate). The yield is 16.0%. RXN SMILES: F[C:2]1[CH:3]=[N:4][C:5]2[C:10]([N:11]=1)=[C:9]([C:12]1[NH:20][C:19]3[CH2:18][CH2:17][NH:16][C:15](=[O:21])[C:14]=3[CH:13]=1)[CH:8]=[CH:7][CH:6]=2.[CH3:22][C:23]1([CH3:36])[NH:28][CH2:27][CH2:26][N:25]([C:29]([O:31][C:32]([CH3:35])([CH3:34])[CH3:33])=[O:30])[CH2:24]1>>[CH3:22][C:23]1([CH3:36])[N:28]([C:2]2[CH:3]=[N:4][C:5]3[C:10](=[C:9]([C:12]4[NH:20][C:19]5[CH2:18][CH2:17][NH:16][C:15](=[O:21])[C:14]=5[CH:13]=4)[CH:8]=[CH:7][CH:6]=3)[N:11]=2)[CH2:27][CH2:26][N:25]([C:29]([O:31][C:32]([CH3:35])([CH3:34])[CH3:33])=[O:30])[CH2:24]1. Reported procedure: Prepared similarly to that described in Example 210 using 2-(3-fluoroquinoxalin-5-yl)-6,7-dihydro-1H-pyrrolo[3,2-c]pyridin-4(5H)-one (Example 210i; 100 mg, 0.354 mmol) and tert-butyl 3,3-dimethylpiperazine-1-carboxylate (152 mg, 0.709 mmol), heating at 120° C. for 1 d. Purification by rpHPLC (Phenomenex Gemini C18, 10 μm, 150×30 mm; 10-100% ACN/water with 0.1% TFA) provided tert-butyl 3,3-dimethyl-4-(8-(4-oxo-4,5,6,7-tetrahydro-1H-pyrrolo[3,2-c]pyridin-2-yl)quinoxalin-2-yl)piperazine-1-carboxyla... Starting materials: O=CC1=C(O)C(OC)=CC=C1 (o-vanillin), Cl.N1=CC=C(C=C1)CCl (4-picolylchloride hydrochloride), C([O-])([O-])=O.[K+].[K+] (potassium carbonate), [I-].[K+] (potassium iodide). The solvent is CN(C)C=O (DMF). Run at temperature 150 celsius, time 8 hour. Yields the product COC1=CC=CC=2C=C(OC21)C2=CC=NC=C2 (4-(7-METHOXY-2-BENZOFURANYL)-PYRIDINE). Isolated yield 28.1%. Reaction SMILES: O=[CH:2][C:3]1[CH:11]=[CH:10][CH:9]=[C:6]([O:7][CH3:8])[C:4]=1[OH:5].Cl.[N:13]1[CH:18]=[CH:17][C:16]([CH2:19]Cl)=[CH:15][CH:14]=1.C(=O)([O-])[O-].[K+].[K+].[I-].[K+]>CN(C=O)C>[CH3:8][O:7][C:6]1[C:4]2[O:5][C:19]([C:16]3[CH:17]=[CH:18][N:13]=[CH:14][CH:15]=3)=[CH:2][C:3]=2[CH:11]=[CH:10][CH:9]=1 |f:1.2,3.4.5,6.7|. Reported procedure: To a solution of o-vanillin (6.0 g) and 4-picolylchloride hydrochloride (6.6 g) in DMF (70 ml) was added potassium carbonate (20.0 g) and potassium iodide (2.0 g). The mixture was stirred vigorously for 8 hours at 150° C. The mixture was filtered hot and the filter cake was washed with ethyl acetate. The organic phases were combined and concentrated in vacuo to a volume of about 10 ml, poured into water and extracted twice with ethyl acetate. The combined organic layers were washed with water, d... RXN SMILES: C(ON[C:10]([C@H:12]1[C@@H:17]([OH:18])[C@H:16]([OH:19])[C@@H:15]([OH:20])[CH2:14][N:13]1[S:21]([C:24]1[CH:29]=[CH:28][C:27]([O:30][C:31]2[CH:36]=[CH:35][CH:34]=[CH:33][CH:32]=2)=[CH:26][CH:25]=1)(=[O:23])=[O:22])=[O:11])C1C=CC=CC=1.C[OH:38]>[Pd]>[OH:18][C@H:17]1[C@H:16]([OH:19])[C@H:15]([OH:20])[CH2:14][N:13]([S:21]([C:24]2[CH:25]=[CH:26][C:27]([O:30][C:31]3[CH:32]=[CH:33][CH:34]=[CH:35][CH:36]=3)=[CH:28][CH:29]=2)(=[O:22])=[O:23])[C@H:12]1[C:10]([OH:11])=[O:38]. Run at temperature 45 celsius, time 30 minute. Reported procedure: The above compound (6) (6.0 g) was dissolved in methanol (180 mL) and 10% Pd—C (1.3 g) was added, and then the mixture was stirred under a hydrogen atmosphere at 45° C. for 2 hours and 30 minutes. The catalyst was removed by filtration and the filtrate was concentrated under reduced pressure. The resulting residue was purified by silica gel medium pressure column chromatography (chloroform:methanol=20:1→10:1→5:1) to obtain the titled compound (3.76 g) as a colorless powder. Product: O[C@@H]1[C@@H](N(C[C@H]([C@H]1O)O)S(=O)(=O)C1=CC=C(C=C1)OC1=CC=CC=C1)C(=O)O ((2R,3R,4R,5R)-3,4,5-trihydroxy-1-(4′-phenoxybenzenesulfonyl)-piperidine-2-carboxylic Acid). The reactants are C(C1=CC=CC=C1)ONC(=O)[C@@H]1N(C[C@@H]([C@H]([C@@H]1O)O)O)S(=O)(=O)C1=CC=C(C=C1)OC1=CC=CC=C1 ((2R,3R,4R,5S)-3,4,5-trihydroxy-1-(4′-phenoxybenzenesulfonyl)-piperidine-2-carboxylic Acid Benzyloxyamide), CO (methanol). Reagents/catalysts: [Pd] (Pd—C).